Dataset: the Open Reaction Database (ORD), a public repository of structured organic reaction records. Task: describe an organic reaction: reactants, conditions, products, and yield Starting materials: C1CCOC1, CO, COC(=O)C1CCN(c2ccccc2)CC1, [Li+], [OH-], O. Product: O=C(O)C1CCN(c2ccccc2)CC1. RXN SMILES: [CH2:19]1[O:20][CH2:21][CH2:22][CH2:23]1.[CH3:24][OH:25].[CH3:3][O:4][C:5](=[O:6])[CH:7]1[CH2:8][CH2:9][N:10]([c:13]2[cH:14][cH:15][cH:16][cH:17][cH:18]2)[CH2:11][CH2:12]1.[Li+:2].[OH-:1].[OH2:26]>>[O:4]=[C:5]([OH:6])[CH:7]1[CH2:8][CH2:9][N:10]([c:13]2[cH:14][cH:15][cH:16][cH:17][cH:18]2)[CH2:11][CH2:12]1. Starting materials: N[C@@H](CO)CC ((2R)-2-amino-1-butanol), ClCC(=O)Cl (chloroacetyl chloride), [Cl-].[NH4+] (ammonium chloride), [H-].[Na+] (NaH). The solvent is C1(=CC=CC=C1)C (toluene), C(Cl)Cl (CH2Cl2), C1(=CC=CC=C1)C (toluene), C1(=CC=CC=C1)C (toluene). Conditions: temperature 110 celsius, time 20 minute. Yields the product C(C)[C@@H]1COCC(N1)=O ((5R)-5-Ethyl-3-morpholinone). Isolated yield 55.3%. RXN SMILES: [H-].[Na+].[NH2:3][C@H:4]([CH2:7][CH3:8])[CH2:5][OH:6].Cl[CH2:10][C:11](Cl)=[O:12].[Cl-].[NH4+]>C1(C)C=CC=CC=1.C(Cl)Cl>[CH2:7]([C@H:4]1[NH:3][C:11](=[O:12])[CH2:10][O:6][CH2:5]1)[CH3:8] |f:0.1,4.5|. Reported procedure: NaH (1.51 g, 37.9 mmol) in dry toluene (10 mL) was cooled to 0° C. under nitrogen, and (2R)-2-amino-1-butanol (1.5 g, 16.8 mmol) in toluene (5 mL) was added dropwise. The mixture was stirred for 20 minutes warming up to room temperature, and chloroacetyl chloride (1.5 mL, 18.9 mmol) in toluene (5 mL) was added dropwise. An exotherm was observed so the mixture was cooled in an ice bath during the addition. After the addition was completed, the reaction mixture was heated to 110° C. overnight. The... Starting materials: C1(=C(C(=O)C1=O)O)O (Squaric acid), C1(=C(C=CC=C1)N)N (o-phenylenediamine). Solvent: O (water), OS(=O)(=O)O (H2SO4). Conditions: temperature 25 celsius. Yields the product C1(C(C2=C1NC1=CC=CC=C1N2)=O)=O (3,8-Dihydrocyclobuta[b]quinoxaline-1,2-dione). As a reaction SMILES: [C:1]1([OH:8])[C:5](=[O:6])[C:3](=O)[C:2]=1O.[C:9]1([NH2:16])[CH:14]=[CH:13][CH:12]=[CH:11][C:10]=1[NH2:15]>O.OS(O)(=O)=O>[C:1]1(=[O:8])[C:2]2[NH:15][C:10]3[C:9]([NH:16][C:3]=2[C:5]1=[O:6])=[CH:14][CH:13]=[CH:12][CH:11]=3. Reported procedure: The method of Skujins and Webb, Chem. Comm. 598 (1968), was used. Squaric acid (114 mg, 1.00 mmol; Aldrich Co.) was dissolved in hot water (2 mL) and o-phenylenediamine (108 mg, 1.00 mmol; Aldrich Co.) was dissolved in warm H2SO4 (2 mL, 25% w/v). The mixture was heated at 90°-100° C. for 2-3 min, and then allowed to cool to 25° C. The dark brown precipitate was collected by vacuum filtration and washed with water (10×5 mL), ethanol (10×5 mL), acetone (10×5 mL) and ether (10×5 mL), yielding 105 m... Starting materials: CCOC(=O)Cl, Clc1ccc(N=C2NCCN2)c(Cl)c1, [H-], [Na+], C1CCOC1. Yields the product CCOC(=O)N1CCNC1=Nc1ccc(Cl)cc1Cl. RXN SMILES: [Cl:17][C:18](=[O:19])[O:20][CH2:21][CH3:22].[Cl:1][c:2]1[c:3]([N:9]=[C:10]2[NH:11][CH2:12][CH2:13][NH:14]2)[cH:4][cH:5][c:6]([Cl:8])[cH:7]1.[H-:15].[Na+:16].[O:23]1[CH2:24][CH2:25][CH2:26][CH2:27]1>>[Cl:1][c:2]1[c:3]([N:9]=[C:10]2[NH:11][CH2:12][CH2:13][N:14]2[C:18](=[O:19])[O:20][CH2:21][CH3:22])[cH:4][cH:5][c:6]([Cl:8])[cH:7]1.